This data is from the Open Reaction Database (ORD), a public repository of structured organic reaction records. The task is: describe an organic reaction: reactants, conditions, products, and yield RXN SMILES: [C:34]([C:35]([CH3:36])([CH3:37])[CH3:38])(=[O:39])[O:40][CH2:41][I:42].[NH2:1][c:2]1[s:3][c:4]([Cl:32])[c:5]([C:7]([C:8](=[O:9])[NH:10][CH:11]2[CH:12]3[S:13][CH2:14][C:15]([S:23][c:24]4[s:25][c:26]([NH2:29])[n:27][n:28]4)=[C:16]([C:20](=[O:21])[OH:22])[N:17]3[C:18]2=[O:19])=[N:30][OH:31])[n:6]1.[Na:33].[O:44]=[CH:45][N:46]([CH3:47])[CH3:48].[OH2:43]>>[NH2:1][c:2]1[s:3][c:4]([Cl:32])[c:5]([C:7]([C:8](=[O:9])[NH:10][CH:11]2[CH:12]3[S:13][CH2:14][C:15]([S:23][c:24]4[s:25][c:26]([NH2:29])[n:27][n:28]4)=[C:16]([C:20]([O:21][CH2:41][O:40][C:34]([C:35]([CH3:36])([CH3:37])[CH3:38])=[O:39])=[O:22])[N:17]3[C:18]2=[O:19])=[N:30][OH:31])[n:6]1. Product: CC(C)(C)C(=O)OCOC(=O)C1=C(Sc2nnc(N)s2)CSC2C(NC(=O)C(=NO)c3nc(N)sc3Cl)C(=O)N12. Starting materials: CC(C)(C)C(=O)OCI, Nc1nnc(SC2=C(C(=O)O)N3C(=O)C(NC(=O)C(=NO)c4nc(N)sc4Cl)C3SC2)s1, [Na], CN(C)C=O, O.